Dataset: the Open Reaction Database (ORD), a public repository of structured organic reaction records. Task: describe an organic reaction: reactants, conditions, products, and yield Starting materials: NC=1C2=C(N=CN1)C(=CN2COCC2=CC=CC=C2)CN[C@H](CO)[C@@H](CSC)O ((2R,3S)-2-((4-amino-5-(benzyloxymethyl)-5H-pyrrolo[3,2-d]pyrimidin-7-yl)methylamino)-4-(methylthio)butane-1,3-diol), O.NN (hydrazine hydrate). The reagents and catalysts are [Pd] (Pd). The solvent is N.CO (NH3 MeOH). Run at time 1 hour. Product: NC=1C2=C(N=CN1)C(=CN2)CN[C@H](CO)[C@@H](CSC)O ((2R,3S)-2-((4-amino-5H-pyrrolo[3,2-d]pyrimidin-7-yl)methylamino)-4-(methylthio)butane-1,3-diol). The yield is 74.1%. As a reaction SMILES: [NH2:1][C:2]1[C:3]2[N:10](COCC3C=CC=CC=3)[CH:9]=[C:8]([CH2:20][NH:21][C@@H:22]([C@H:25]([OH:29])[CH2:26][S:27][CH3:28])[CH2:23][OH:24])[C:4]=2[N:5]=[CH:6][N:7]=1.O.NN>N.CO.[Pd]>[NH2:1][C:2]1[C:3]2[NH:10][CH:9]=[C:8]([CH2:20][NH:21][C@@H:22]([C@H:25]([OH:29])[CH2:26][S:27][CH3:28])[CH2:23][OH:24])[C:4]=2[N:5]=[CH:6][N:7]=1 |f:1.2,3.4|. Procedure details: The product from Example 6.8 (0.106 g, 0.254 mmol) was dissolved in 7M NH3-MeOH solution (10 ml), Pd black (106 mg) was added followed by hydrazine hydrate (1.5 ml). The mixture was stirred for 1 h then filtered and the solvent evaporated. The residue was chromatographed on silica gel (CH2Cl2-7M NH3 in MeOH, 85:15) to give (2R,3S)-2-((4-amino-5H-pyrrolo[3,2-d]pyrimidin-7-yl)methylamino)-4-(methylthio)butane-1,3-diol (0.056 g, 74%) as a colourless solid. [α]D20 −8.4 (c, 0.695, MeOH). 1H NMR (CD3O... The reactants are COC(=O)C1=CC2CCC3C(CCC4(C)C(C(=O)O)CCC34)C2(C)CC1, Cc1ccccc1, O=C(Cl)C(=O)Cl. Yields the product COC(=O)C1=CC2CCC3C4CCCC4(C)CCC3C2(C)CC1. As a reaction SMILES: [C:1](=[O:2])([O:3][CH3:4])[C:5]1=[CH:6][CH:7]2[CH2:8][CH2:9][CH:10]3[CH:11]4[CH2:12][CH2:13][CH:14]([C:24]([OH:25])=[O:26])[C:15]4([CH3:16])[CH2:17][CH2:18][CH:19]3[C:20]2([CH3:23])[CH2:21][CH2:22]1.[CH3:33][c:34]1[cH:35][cH:36][cH:37][cH:38][cH:39]1.[Cl:27][C:28]([C:29]([Cl:30])=[O:31])=[O:32]>>[C:1](=[O:2])([O:3][CH3:4])[C:5]1=[CH:6][CH:7]2[CH2:8][CH2:9][CH:10]3[CH:11]4[CH2:12][CH2:13][CH2:14][C:15]4([CH3:16])[CH2:17][CH2:18][CH:19]3[C:20]2([CH3:23])[CH2:21][CH2:22]1. Starting materials: BrBr (bromine), BrBr (bromine), C(C1=CC=CC=C1)O[C@@H]1[C@@H](C=O)N(C[C@H]1O)C(=O)OCC1=CC=CC=C1 (3-O-Benzyl-N-benzyloxycarbonyl-2,5-dideoxy-2,5-imino-D-lyxose), O (water), C([O-])([O-])=O.[Ba+2] (barium carbonate). The solvent is O1CCOCC1 (1,4-dioxan). Conditions: temperature 0 celsius. Product: C(C1=CC=CC=C1)[C@@H]1[C@H](N(C[C@@H]1O)C(=O)OCC1=CC=CC=C1)C(=O)O ((2S,3R,4R)-3-benzyl-N-benzyloxycarbonyl-4-hydroxyproline). Yield: 75.0%. Reaction SMILES: C(O[C@H:9]1[C@H:15]([OH:16])[CH2:14][N:13]([C:17]([O:19][CH2:20][C:21]2[CH:26]=[CH:25][CH:24]=[CH:23][CH:22]=2)=[O:18])[C@@H:10]1[CH:11]=[O:12])C1C=CC=CC=1.[OH2:27].C(=O)([O-])[O-].[Ba+2].BrBr>O1CCOCC1>[CH2:20]([C@H:9]1[C@@H:15]([OH:16])[CH2:14][N:13]([C:17]([O:19][CH2:20][C:21]2[CH:22]=[CH:23][CH:24]=[CH:25][CH:26]=2)=[O:18])[C@@H:10]1[C:11]([OH:12])=[O:27])[C:21]1[CH:26]=[CH:25][CH:24]=[CH:23][CH:22]=1 |f:2.3|. Procedure: A solution of 3-O-benzyl-N-benzyloxycarbonyl-2,5-dideoxy-2,5-imino-D-lyxose (15) (900 mg, 2.54 mmol), in a 1:1 mixture of water and 1,4-dioxan (15 ml) containing barium carbonate (1.46 g, 7.62 mmol), was cooled to 0° C. and treated with bromine (298 μl, 5.33 mmol). After stirring for 24 hours excess bromine was destroyed by the dropwise addition of 10% sodium thiosulphate solution and the suspension acidified with 2M HCl (20 ml). The product was extracted into dichloromethane (4×50 ml), dried, f... Reactants: C(C)(C)(C)OC(=O)N[C@@H](CSC(C[N+](=O)[O-])C=1SC=CC1)C(=O)O (N-t-butoxycarbonyl-S-[2-nitro-1-(2-thienyl)ethyl]-L-cysteine), [H][H] (hydrogen). Reagents/catalysts: [Pd] (palladium-on-carbon). Solvent: C(C)(=O)O (acetic acid). Conditions: temperature 70 celsius, time 5 hour. Product: NCC(C=1SC=CC1)SC[C@H](NC(=O)OC(C)(C)C)C(=O)O (S-[2-Amino-1-(2-thienyl)ethyl]-N-t-butoxycarbonyl-L-cysteine). Isolated yield 81.8%. As a reaction SMILES: [C:1]([O:5][C:6]([NH:8][C@H:9]([C:22]([OH:24])=[O:23])[CH2:10][S:11][CH:12]([C:17]1[S:18][CH:19]=[CH:20][CH:21]=1)[CH2:13][N+:14]([O-])=O)=[O:7])([CH3:4])([CH3:3])[CH3:2].[H][H]>C(O)(=O)C.[Pd]>[NH2:14][CH2:13][CH:12]([S:11][CH2:10][C@@H:9]([C:22]([OH:24])=[O:23])[NH:8][C:6]([O:5][C:1]([CH3:2])([CH3:3])[CH3:4])=[O:7])[C:17]1[S:18][CH:19]=[CH:20][CH:21]=1. Procedure: 129 g of N-t-butoxycarbonyl-S-[2-nitro-1-(2-thienyl)ethyl]-L-cysteine [produced as described in step (a) above] were dissolved in 1 liter of acetic acid. To the solution were added 100 g of 10% w/w palladium-on-carbon, and the mixture was shaken for 5 hours at 70° C. in an atmosphere containing hydrogen at a partial pressure of 3-4 kg/cm2. The palladium-on-carbon catalyst was then filtered off, and the filtrate was condensed by evaporation under reduced pressure. The remaining acetic acid was th... The reactants are CN(C)C=O, ClCc1ccc(-c2ccc(Cl)cc2)cc1, [Na], O, N#CC(O)(C(F)(F)F)C(F)(F)F. The product is N#CC(OCc1ccc(-c2ccc(Cl)cc2)cc1)(C(F)(F)F)C(F)(F)F. As a reaction SMILES: [CH3:29][N:30]([CH3:31])[CH:32]=[O:33].[Cl:14][c:15]1[cH:16][cH:17][c:18](-[c:21]2[cH:22][cH:23][c:24]([CH2:25][Cl:26])[cH:27][cH:28]2)[cH:19][cH:20]1.[Na:1].[OH2:34].[OH:2][C:3]([C:4]#[N:5])([C:6]([F:7])([F:8])[F:9])[C:10]([F:11])([F:12])[F:13]>>[O:2]([C:3]([C:4]#[N:5])([C:6]([F:7])([F:8])[F:9])[C:10]([F:11])([F:12])[F:13])[CH2:25][c:24]1[cH:23][cH:22][c:21](-[c:18]2[cH:17][cH:16][c:15]([Cl:14])[cH:20][cH:19]2)[cH:28][cH:27]1. Starting materials: C1=CC2=C(C=NN2C=C1)C3=NC(=NC=C3Cl)N, COC1=C(C=C(C=C1)[N+](=O)[O-])Br. Reagents/catalysts: C(=O)([O-])[O-].[Cs+].[Cs+], CC1(C2=C(C(=CC=C2)P(C3=CC=CC=C3)C4=CC=CC=C4)OC5=C1C=CC=C5P(C6=CC=CC=C6)C7=CC=CC=C7)C, C1=CC=C(C=C1)/C=C/C(=O)/C=C/C2=CC=CC=C2.C1=CC=C(C=C1)/C=C/C(=O)/C=C/C2=CC=CC=C2.C1=CC=C(C=C1)/C=C/C(=O)/C=C/C2=CC=CC=C2.[Pd].[Pd]. Run in C1COCCO1. Conditions: temperature 150 celsius. The product is COC1=C(C=C(C=C1)[N+](=O)[O-])NC2=NC=C(C(=N2)C3=C4C=CC=CN4N=C3)Cl. Isolated yield 4.0%. Procedure details: _Crude SM used_  2-bromo-1-methoxy-4-nitrobenzene (0.029 g, 0.13 mmol), 5-chloro-4-(pyrazolo[1,5-a]pyridin-3-yl)pyrimidin-2-amine (0.031 g, 0.125 mmol) and cesium carbonate (0.057 g, 0.18 mmol) were suspended in dry dioxane (2 mL) the mixture degassed with nitrogen for 10 minutes. TRIS(DIBENZYLIDENEACETONE)DIPALLADIUM(0) (6.87 mg, 7.50 µmol) and (9,9-dimethyl-9H-xanthene-4,5-diyl)bis(diphenylphosphine) (5.79 mg, 10.00 µmol) were added and the mixture was sealed into a microwave tube. The reactio... Starting materials: CN1C[C@H]2CC(=C[C@@H](C1)N2C(=O)OC(C)(C)C)OS(=O)(=O)C(F)(F)F ((1R,5S)-tert-butyl 3-methyl-7-(((trifluoromethyl)sulfonyl)oxy)-3,9-diazabicyclo[3.3.1]non-6-ene-9-carboxylate), C(C)(C)N(CC)C(C)C (diisopropylethylamine), C1(=CC=CC=C1)P(C1=CC=CC=C1)C1=CC=CC=C1 (triphenylphosphine). The reagents and catalysts are C(C)(=O)[O-].[Pd+2].C(C)(=O)[O-] (palladium (II) acetate). Solvent: CO (methanol), CN(C)C=O (DMF). Reaction conditions: time 24 hour. Product: CN1C[C@H]2CC(=C[C@@H](C1)N2C(=O)OC(C)(C)C)C(=O)OC ((1R,5S)-9-tert-butyl 7-methyl 3-methyl-3,9-diazabicyclo[3.3.1]non-6-ene-7,9-dicarboxylate). Reaction SMILES: [CH3:1][N:2]1[CH2:9][C@H:8]2[N:10]([C:11]([O:13][C:14]([CH3:17])([CH3:16])[CH3:15])=[O:12])[C@H:4]([CH2:5][C:6](OS(C(F)(F)F)(=O)=O)=[CH:7]2)[CH2:3]1.C(N(C(C)C)CC)(C)C.C1(P(C2C=CC=CC=2)C2C=CC=CC=2)C=CC=CC=1>CO.CN(C=O)C.C([O-])(=O)C.[Pd+2].C([O-])(=O)C>[CH3:1][N:2]1[CH2:9][C@H:8]2[N:10]([C:11]([O:13][C:14]([CH3:17])([CH3:16])[CH3:15])=[O:12])[C@H:4]([CH2:5][C:6]([C:11]([O:13][CH3:14])=[O:12])=[CH:7]2)[CH2:3]1 |f:5.6.7|. Procedure details: To a solution of (1R,5S)-tert-butyl 3-methyl-7-(((trifluoromethyl)sulfonyl)oxy)-3,9-diazabicyclo[3.3.1]non-6-ene-9-carboxylate (14 g, 36 mmol) and diisopropylethylamine (9.47 mL, 54.3 mmol) in methanol (100 mL) and DMF (100 mL) was triphenylphosphine (0.95 g, 3.62 mmol) and palladium (II) acetate (0.407 g, 1.81 mmol). The mixture was stirred under carbon monoxide atmosphere for 24 h. The mixture was concentrated and then partitioned between ethyl acetate and water. The organic phase was washed w... Reactants: ClCCl, N#Cc1cccc(C=CC(=O)c2ccc(F)cc2)c1, C=C(O[Si](C)(C)C)c1ccc(F)cc1. The product is N#Cc1cccc(C(CC(=O)c2ccc(F)cc2)CC(=O)c2ccc(F)cc2)c1. Reaction SMILES: [Cl:34][CH2:35][Cl:36].[F:15][c:16]1[cH:17][cH:18][c:19]([C:22]([CH:23]=[CH:24][c:25]2[cH:26][c:27]([C:28]#[N:29])[cH:30][cH:31][cH:32]2)=[O:33])[cH:20][cH:21]1.[F:1][c:2]1[cH:3][cH:4][c:5]([C:8](=[CH2:9])[O:10][Si:11]([CH3:12])([CH3:13])[CH3:14])[cH:6][cH:7]1>>[F:1][c:2]1[cH:3][cH:4][c:5]([C:8](=[O:9])[CH2:10][CH:24]([CH2:23][C:22]([c:19]2[cH:18][cH:17][c:16]([F:15])[cH:21][cH:20]2)=[O:33])[c:25]2[cH:26][c:27]([C:28]#[N:29])[cH:30][cH:31][cH:32]2)[cH:6][cH:7]1.